From a dataset of the Open Reaction Database (ORD), a public repository of structured organic reaction records. describe an organic reaction: reactants, conditions, products, and yield Reactants: Cl, C1CCOC1, O, CC(O)=C(C#N)C(=S)Nc1ccc(C(F)(F)F)cc1. The product is N#CCC(=S)Nc1ccc(C(F)(F)F)cc1. Reaction SMILES: [ClH:25].[O:20]1[CH2:21][CH2:22][CH2:23][CH2:24]1.[OH2:26].[OH:1][C:2](=[C:3]([C:4]#[N:5])[C:6](=[S:7])[NH:8][c:9]1[cH:10][cH:11][c:12]([C:15]([F:16])([F:17])[F:18])[cH:13][cH:14]1)[CH3:19]>>[CH2:3]([C:4]#[N:5])[C:6](=[S:7])[NH:8][c:9]1[cH:10][cH:11][c:12]([C:15]([F:16])([F:17])[F:18])[cH:13][cH:14]1.